From a dataset of the Open Reaction Database (ORD), a public repository of structured organic reaction records. describe an organic reaction: reactants, conditions, products, and yield Procedure details: The title compound was prepared with the Mitsunobu reaction using the method of Example 3(c) starting from 2-chloro-4-(1H-pyrazol-5-yl)-benzonitrile (2.00 g, 9.82 mmol) and (R)-tert-butyl 1-hydroxypropan-2-ylcarbamate (1.893 g, 10.80 mmol). After Boc removal and workups 0.434 g (17%) of the title compound was obtained. 1H-NMR (400 MHz; d6-DMSO): δ 0.97 (d, 3H), 2.96 (m, 2H), 4.15 (m, 2H), 6.98 (d, 1H), 7.86 (d, 1H), 7.92-8.00 (m, 2H), 8.11 (d, 1H). Reaction SMILES: [Cl:1][C:2]1[CH:9]=[C:8]([C:10]2[NH:14][N:13]=[CH:12][CH:11]=2)[CH:7]=[CH:6][C:3]=1[C:4]#[N:5].O[CH2:16][C@H:17]([NH:19]C(=O)OC(C)(C)C)[CH3:18]>>[NH2:19][C@H:17]([CH3:18])[CH2:16][N:13]1[CH:12]=[CH:11][C:10]([C:8]2[CH:7]=[CH:6][C:3]([C:4]#[N:5])=[C:2]([Cl:1])[CH:9]=2)=[N:14]1. The reactants are ClC1=C(C#N)C=CC(=C1)C1=CC=NN1 (2-chloro-4-(1H-pyrazol-5-yl)-benzonitrile), OC[C@@H](C)NC(OC(C)(C)C)=O ((R)-tert-butyl 1-hydroxypropan-2-ylcarbamate). The yield is 17.0%. The product is N[C@@H](CN1N=C(C=C1)C1=CC(=C(C#N)C=C1)Cl)C ((R)-4-(1-(2-aminopropyl)-1H-pyrazol-3-yl)-2-chlorobenzonitrile). Starting materials: O=C1CCC(=O)N1Br, O=C([O-])O, CCOC(C)=O, CC#N, Cc1ccc(C#N)c(=O)n1-c1ccc(F)cc1, [Na+]. Yields the product Cc1c(Br)cc(C#N)c(=O)n1-c1ccc(F)cc1. RXN SMILES: [Br:18][N:19]1[C:20](=[O:21])[CH2:22][CH2:23][C:24]1=[O:25].[C:26](=[O:27])([O-:28])[OH:29].[CH3:31][CH2:32][O:33][C:34](=[O:35])[CH3:36].[CH3:37][C:38]#[N:39].[F:1][c:2]1[cH:3][cH:4][c:5](-[n:8]2[c:9](=[O:17])[c:10]([C:15]#[N:16])[cH:11][cH:12][c:13]2[CH3:14])[cH:6][cH:7]1.[Na+:30]>>[F:1][c:2]1[cH:3][cH:4][c:5](-[n:8]2[c:9](=[O:17])[c:10]([C:15]#[N:16])[cH:11][c:12]([Br:18])[c:13]2[CH3:14])[cH:6][cH:7]1.